From a dataset of the Open Reaction Database (ORD), a public repository of structured organic reaction records. describe an organic reaction: reactants, conditions, products, and yield Reactants: C(C)(=O)OC(C)C#CC12C(CC(C1(C)C)OC(C)=O)(C)O2 (2-acetoxy-4-(4-acetoxy-1,2-epoxy-2,5,5-trimethylcyclopentyl)but-3-yn), C1CCOC1 (THF), [H-].[Al+3].[Li+].[H-].[H-].[H-] (lithium aluminum hydride), C1CCOC1 (THF), [OH-].[Na+] (sodium hydroxide). Run in O (water), O (water). Conditions: time 8 hour. Yields the product OC1(C(C(C(C1)O)(C)C)=C=CC(C)O)C (4-(2,4-dihydroxy-2,5,5-trimethylcyclopentylidene)but-3-en-2-ol). Isolated yield 62.5%. RXN SMILES: C1COCC1.[H-].[Al+3].[Li+].[H-].[H-].[H-].C([O:15][CH:16]([C:18]#[C:19][C:20]12[O:32][C:21]1([CH3:31])[CH2:22][CH:23]([O:27]C(=O)C)[C:24]2([CH3:26])[CH3:25])[CH3:17])(=O)C.[OH-].[Na+]>O>[OH:32][C:21]1([CH3:31])[CH2:22][CH:23]([OH:27])[C:24]([CH3:25])([CH3:26])[C:20]1=[C:19]=[CH:18][CH:16]([OH:15])[CH3:17] |f:1.2.3.4.5.6,8.9|. Procedure: To 30 ml of an anhydrous THF suspension containing 808 mg of lithium aluminum hydride was slowly added 35 ml of an anhydrous THF solution containing 2.0 g of 2-acetoxy-4-(4-acetoxy-1,2-epoxy-2,5,5-trimethylcyclopentyl)but-3-yn under ice-cooling in a nitrogen atmosphere over 10 minutes. After the addition, the mixture was placed under refluxing conditions and stirred for 8 hours. After completion of the reaction, the reaction mixture was cooled, and 0.8 ml of water, 0.8 ml of a 15% sodium hydroxi... Reactants: Cl (HCl), C[Mg]Br (methyl magnesium bromide), C(C)OCC (diethyl ether), CN1CCN(CC1)CC1=CC=C(C#N)C=C1 (4-(4-methyl-piperazin-1-yl-methyl)-benzonitrile). Run in C1(=CC=CC=C1)C (toluene). Run at temperature 0 celsius. Product: CN1CCN(CC1)CC1=CC=C(C=C1)C(C)=O (1-[4-(4-methyl-piperazin-1-yl-methyl)-phenyl]-ethanone). Yield: 89.9%. As a reaction SMILES: [CH3:1][N:2]1[CH2:7][CH2:6][N:5]([CH2:8][C:9]2[CH:16]=[CH:15][C:12](C#N)=[CH:11][CH:10]=2)[CH2:4][CH2:3]1.C[Mg]Br.C([O:22][CH2:23][CH3:24])C.Cl>C1(C)C=CC=CC=1>[CH3:1][N:2]1[CH2:7][CH2:6][N:5]([CH2:8][C:9]2[CH:16]=[CH:15][C:12]([C:23](=[O:22])[CH3:24])=[CH:11][CH:10]=2)[CH2:4][CH2:3]1. Reported procedure: 0.73 g of 4-(4-methyl-piperazin-1-yl-methyl)-benzonitrile (3.40 mmol) were dissolved in toluene (13 ml) and added to a solution of 3 M methyl magnesium bromide in diethyl ether (3.4 ml, 10.2 mmol) under nitrogen atmosphere. The resulting suspension was heated under reflux for 4 hours. The reaction was cooled down to 0° C., acidified with 10% HCl and then heated under reflux for 1 hour. The two phases were separated and the aqueous phase rinsed with AcOEt, then brought to basic conditions with NH... The reactants are C1(=CC=C(C=C1)S(=O)(=O)O)C (para-toluenesulphonic acid), C(C1=CC=CC=C1)(C1=CC=CC=C1)OC(=O)C=1N2C(C(C2S(CC1C=CCl)=O)NC(=O)OC(C)(C)C)=O (2-benzhydryloxycarbonyl-7-t-butoxycarbonylamino-3-(2-chlorovinyl)-8-oxo-5-thia-1-azabicyclo[4.2.0]oct-2-ene-5-oxide), C(C1=CC=CC=C1)(C1=CC=CC=C1)OC(=O)C=1N2C(C(C2S(CC1C=CCl)=O)NC(=O)OC(C)(C)C)=O (2-benzhydryloxycarbonyl-7-t-butoxycarbonylamino-3-(2-chlorovinyl)-8-oxo-5-thia-1-azabicyclo[4.2.0]oct-2-ene-5-oxide). The solvent is C(C)#N (acetonitrile), C(C)#N (acetonitrile). Conditions: time 30 minute. Product: NC1C2S(CC(=C(N2C1=O)C(=O)OC(C1=CC=CC=C1)C1=CC=CC=C1)C=CCl)=O (7-amino-2-benzhydryloxycarbonyl-3-(2-chlorovinyl)-8-oxo-5-thia-1-azabicyclo[4.2.0]oct-2-ene-5-oxide). The yield is 90.1%. Reaction SMILES: C1(C)C=CC(S(O)(=O)=O)=CC=1.[CH:12]([O:25][C:26]([C:28]1[N:29]2[CH:32]([S:33](=[O:39])[CH2:34][C:35]=1[CH:36]=[CH:37][Cl:38])[CH:31]([NH:40]C(OC(C)(C)C)=O)[C:30]2=[O:48])=[O:27])([C:19]1[CH:24]=[CH:23][CH:22]=[CH:21][CH:20]=1)[C:13]1[CH:18]=[CH:17][CH:16]=[CH:15][CH:14]=1>C(#N)C>[NH2:40][CH:31]1[C:30](=[O:48])[N:29]2[CH:32]1[S:33](=[O:39])[CH2:34][C:35]([CH:36]=[CH:37][Cl:38])=[C:28]2[C:26]([O:25][CH:12]([C:13]1[CH:18]=[CH:17][CH:16]=[CH:15][CH:14]=1)[C:19]1[CH:24]=[CH:23][CH:22]=[CH:21][CH:20]=1)=[O:27]. Reported procedure: A solution of para-toluenesulphonic acid (hydrate) (2.2 g) in acetonitrile (15 cc) is added, in the course of 15 minutes, to a solution of the E form of 2-benzhydryloxycarbonyl-7-t-butoxycarbonylamino-3-(2-chlorovinyl)-8-oxo-5-thia-1-azabicyclo[4.2.0]oct-2-ene-5-oxide (product 12c) (3.4 g) in acetonitrile (15 cc) at 40° C. After 30 minutes at 40° C., the reaction mixture is concentrated to dryness under reduced pressure (30 mm Hg; 4 kPa) at 30° C. The residue is taken up in ethyl acetate (100 cc... Reactants: CO (methanol), C(CCCCC)[Si](O)(CCCCCC)CCCCCC (tri-n-hexylsilanol), C[O-].[Na+] (sodium methoxide), C1=CC=C2C(=C1)C3=NC4=C5C=CC=CC5=C([N-]4)N=C6C7=CC=CC=C7C(=N6)N=C8C9=CC=CC=C9C(=N8)N=C2[N-]3.[Si+4].[Cl-].[Cl-] (dichlorosilicon phthalocyanine), C1=CC=C2C(=C1)C3=NC4=C5C=CC=CC5=C([N-]4)N=C6C7=CC=CC=C7C(=N6)N=C8C9=CC=CC=C9C(=N8)N=C2[N-]3.[Si+4].[Cl-].[Cl-] (dichlorosilicon phthalocyanine). Solvent: C(C)O (ethanol). Yields the product CCCCCC[Si](CCCCCC)(CCCCCC)[O-].CCCCCC[Si](CCCCCC)(CCCCCC)[O-].C1=CC=C2C=C3C(=CC2=C1)C4=NC5=C6C=C7C=CC=CC7=CC6=C([N-]5)N=C8C9=CC1=CC=CC=C1C=C9C(=N8)N=C1C2=CC5=CC=CC=C5C=C2C(=N1)N=C3[N-]4.[Si+4] (bis(tri-n-hexylsiloxy)silicon phthalocyanine). Isolated yield 79.0%. As a reaction SMILES: [CH2:1]([Si:7]([CH2:15][CH2:16][CH2:17][CH2:18][CH2:19][CH3:20])([CH2:9][CH2:10][CH2:11][CH2:12][CH2:13][CH3:14])[OH:8])[CH2:2][CH2:3][CH2:4][CH2:5][CH3:6].C[O-].[Na+].[CH:24]1[CH:29]=[C:28]2[C:30]3[N-:63][C:62]([C:27]2=[CH:26][CH:25]=1)=[N:61][C:59]1=[N:60][C:52]([C:53]2[C:58]1=[CH:57][CH:56]=[CH:55][CH:54]=2)=[N:51][C:49]1=[N:50][C:42]([C:43]2[C:48]1=[CH:47][CH:46]=[CH:45][CH:44]=2)=[N:41][C:39]1[N-:40][C:32](=[C:33]2[C:38]=1[CH:37]=[CH:36][CH:35]=[CH:34]2)[N:31]=3.[Si+4:64].[Cl-].[Cl-].CO>C(O)C>[CH3:20][CH2:19][CH2:18][CH2:17][CH2:16][CH2:15][Si:7]([O-:8])([CH2:9][CH2:10][CH2:11][CH2:12][CH2:13][CH3:14])[CH2:1][CH2:2][CH2:3][CH2:4][CH2:5][CH3:6].[CH3:20][CH2:19][CH2:18][CH2:17][CH2:16][CH2:15][Si:7]([O-:8])([CH2:9][CH2:10][CH2:11][CH2:12][CH2:13][CH3:14])[CH2:1][CH2:2][CH2:3][CH2:4][CH2:5][CH3:6].[CH:2]1[CH:1]=[C:35]2[C:36]([CH:37]=[C:38]3[C:39]4[N-:40][C:32](=[N:31][C:30]5[N-:63][C:62]([N:61]=[C:59]6[N:60]=[C:52]([N:51]=[C:49]7[N:50]=[C:42]([N:41]=4)[C:43]4[C:48]7=[CH:47][C:46]7[C:45]([CH:44]=4)=[CH:17][CH:18]=[CH:19][CH:20]=7)[C:53]4[C:58]6=[CH:57][C:56]6[C:55]([CH:54]=4)=[CH:9][CH:10]=[CH:11][CH:12]=6)=[C:27]4[C:28]=5[CH:29]=[C:24]5[C:25](=[CH:26]4)[CH:15]=[CH:16][CH:17]=[CH:18]5)[C:33]3=[CH:34]2)=[CH:4][CH:3]=1.[Si+4:64] |f:1.2,3.4.5.6,9.10.11.12|. Procedure details: A mixture of tri-n-hexylsilanol (14.9 g), sodium methoxide (2.67 g) and absolute ethanol (50 ml) was reduced to an oil under vacuum. This oil was added to a mixture of dichlorosilicon phthalocyanine (Formula 9, from Aldrich Chemical CO., Milwaukee, Wis., 15.10 g) and distilled, dry 1,2,4-trimethyl-benzene (70 ml). The resulting suspension was refluxed for 1 hr and was filtered hot using Whatman #54 filter paper. The filtrate was allowed to cool (12 hr) and was diluted with methanol (350 mol). Th...